Dataset: the Open Reaction Database (ORD), a public repository of structured organic reaction records. Task: describe an organic reaction: reactants, conditions, products, and yield The reactants are [Cl-].[Na+] (sodium chloride), [H-].[Na+] (Sodium hydride), O=C1NCCC(=C1)C=1C(=NN2C1C=CC=C2)C2=CC=CC=C2 (3-(2-oxo-1,2,5,6-tetrahydropyridin-4-yl)-2-phenylpyrazolo[1,5-a]pyridine), C(C=C)(=O)OC (methyl acrylate). The solvent is O1CCCC1 (tetrahydrofuran). Run at time 1.5 hour. Yields the product COC(=O)CCN1C(C=C(CC1)C=1C(=NN2C1C=CC=C2)C2=CC=CC=C2)=O (3-[1-(2-methoxycarbonylethyl)-2-oxo-1,2,5,6-tetrahydropyridin-4-yl]-2-phenylpyrazolo[1,5-a]pyridine). Yield: 77.3%. Reaction SMILES: [H-].[Na+].[O:3]=[C:4]1[CH:9]=[C:8]([C:10]2[C:11]([C:19]3[CH:24]=[CH:23][CH:22]=[CH:21][CH:20]=3)=[N:12][N:13]3[CH:18]=[CH:17][CH:16]=[CH:15][C:14]=23)[CH2:7][CH2:6][NH:5]1.[C:25]([O:29][CH3:30])(=[O:28])[CH:26]=[CH2:27].[Cl-].[Na+]>O1CCCC1>[CH3:30][O:29][C:25]([CH2:26][CH2:27][N:5]1[CH2:6][CH2:7][C:8]([C:10]2[C:11]([C:19]3[CH:24]=[CH:23][CH:22]=[CH:21][CH:20]=3)=[N:12][N:13]3[CH:18]=[CH:17][CH:16]=[CH:15][C:14]=23)=[CH:9][C:4]1=[O:3])=[O:28] |f:0.1,4.5|. Reported procedure: Sodium hydride (60%, 43.6 mg) was added to a mixture of 3-(2-oxo-1,2,5,6-tetrahydropyridin-4-yl)-2-phenylpyrazolo[1,5-a]pyridine (210 mg), methyl acrylate (93.8 mg) and tetrahydrofuran (2.1 ml) under ice-cooling. The reaction mixture was stirred at room temperature for 1.5 hours. A saturated solution of sodium chloride (20 ml) was added to the reaction mixture and extracted with ethyl acetate (20 ml×2). The combined extract was washed with a saturated solution of sodium chloride (20 ml), dried o... The reactants are C(#N)C1=CC=C(C=O)C=C1 (4-cyanobenzaldehyde), C1(CC1)C(CC(C)=O)=O (4-cyclopropyl-2,4-butanedione). Product: C(#N)C1=CC=C(C=C1)C=C(C(C)=O)C(=O)C1CC1 (3-[(4-Cyanophenyl)methylene]-4-cyclopropyl-2,4-butanedione). Reaction SMILES: [C:1]([C:3]1[CH:10]=[CH:9][C:6]([CH:7]=O)=[CH:5][CH:4]=1)#[N:2].[CH:11]1([C:14](=[O:19])[CH2:15][C:16](=[O:18])[CH3:17])[CH2:13][CH2:12]1>>[C:1]([C:3]1[CH:10]=[CH:9][C:6]([CH:7]=[C:15]([C:14]([CH:11]2[CH2:13][CH2:12]2)=[O:19])[C:16](=[O:18])[CH3:17])=[CH:5][CH:4]=1)#[N:2]. Procedure details: The procedure described in Example 19 was repeated by using 2.6 g 4-cyanobenzaldehyde and 2.5 g 4-cyclopropyl-2,4-butanedione. The product was purified by column chromatography. Yield 0.37 g, mp 83°-85° C. Starting materials: CCOC(=O)C(C)(C)CCCCOc1ccc(OCCCCCBr)cc1, CO, [Na+], [OH-], O, Sc1nc2ncccc2[nH]1. The product is CCOC(=O)C(C)(C)CCCCOc1ccc(OCCCCCSc2nc3ncccc3[nH]2)cc1. RXN SMILES: [Br:15][CH2:16][CH2:17][CH2:18][CH2:19][CH2:20][O:21][c:22]1[cH:23][cH:24][c:25]([O:26][CH2:27][CH2:28][CH2:29][CH2:30][C:31]([C:32](=[O:33])[O:34][CH2:35][CH3:36])([CH3:37])[CH3:38])[cH:39][cH:40]1.[CH3:11][OH:12].[Na+:14].[OH-:13].[OH2:41].[SH:1][c:2]1[nH:3][c:4]2[c:5]([n:6][cH:7][cH:8][cH:9]2)[n:10]1>>[S:1]([c:2]1[nH:3][c:4]2[c:5]([n:6][cH:7][cH:8][cH:9]2)[n:10]1)[CH2:16][CH2:17][CH2:18][CH2:19][CH2:20][O:21][c:22]1[cH:23][cH:24][c:25]([O:26][CH2:27][CH2:28][CH2:29][CH2:30][C:31]([C:32](=[O:33])[O:34][CH2:35][CH3:36])([CH3:37])[CH3:38])[cH:39][cH:40]1. Reactants: [Cl-].[Cl-].[Ca+2] (CaCl2), ClC1=NC=2C(=NC=CC2)N1C (2-Chloro-3-methyl-3H-imidazo[4,5-b]pyridine), C(C)N1C(N(C2=NC=CC=C21)C2=CC=C(C=C2)O)=O (1-ethyl-3-(4-hydroxyphenyl)-1,3-dihydro-2H-imidazo[4,5-b]pyridin-2-one), [H-].[Na+] (NaH), Cl (HCl). The solvent is CN(C)C=O (DMF). The product is C(C)N1C(N(C2=NC=CC=C21)C2=CC=C(C=C2)OC2=NC=1C(=NC=CC1)N2C)=O (1-ethyl-3-{4-[(3-methyl-3H-imidazo[4,5-b]pyridin-2-yl)oxy]phenyl}-1,3-dihydro-2H-imidazo[4,5-b]pyridin-2-one). The yield is 58.0%. As a reaction SMILES: Cl[C:2]1[N:10]([CH3:11])[C:5]2=[N:6][CH:7]=[CH:8][CH:9]=[C:4]2[N:3]=1.[CH2:12]([N:14]1[C:22]2[C:17](=[N:18][CH:19]=[CH:20][CH:21]=2)[N:16]([C:23]2[CH:28]=[CH:27][C:26]([OH:29])=[CH:25][CH:24]=2)[C:15]1=[O:30])[CH3:13].[H-].[Na+].[Cl-].[Cl-].[Ca+2].Cl>CN(C=O)C>[CH2:12]([N:14]1[C:22]2[C:17](=[N:18][CH:19]=[CH:20][CH:21]=2)[N:16]([C:23]2[CH:24]=[CH:25][C:26]([O:29][C:2]3[N:10]([CH3:11])[C:5]4=[N:6][CH:7]=[CH:8][CH:9]=[C:4]4[N:3]=3)=[CH:27][CH:28]=2)[C:15]1=[O:30])[CH3:13] |f:2.3,4.5.6|. Reported procedure: 2-Chloro-3-methyl-3H-imidazo[4,5-b]pyridine (150 mg) was added to a solution of 1-ethyl-3-(4-hydroxyphenyl)-1,3-dihydro-2H-imidazo[4,5-b]pyridin-2-one (228 mg) and NaH (39.4 mg) in DMF (2 mL) at 100° C. The mixture was stirred at 180° C. under a dry atmosphere (CaCl2 tube) for 1 h. The mixture was neutralized with 1N HCl at 0° C. and extracted with EtOAc. The organic layer was separated, washed with water and brine, dried over MgSO4 and concentrated in vacuo. The residue was purified by column c... Starting materials: CCO (EtOH), OCCNC(=O)N1CCC(CC1)C1=CC(=C(C=C1)NC(=O)C=1N(C=C(N1)C#N)COCC[Si](C)(C)C)C1=CCCCC1 (4-(4-{[4-cyano-1-(2-trimethylsilanyl-ethoxymethyl)-1H-imidazole-2-carbonyl]-amino}-3-cyclohex-1-enyl-phenyl)-piperidine-1-carboxylic acid (2-hydroxy-ethyl)-amide), C(=O)(C(F)(F)F)O (TFA). The solvent is C(Cl)Cl (DCM). Conditions: time 6 hour. The product is OCCNC(=O)N1CCC(CC1)C1=CC(=C(C=C1)NC(=O)C=1NC=C(N1)C#N)C1CCC=CC1 (4-{4-[(4-Cyano-1H-imidazole-2-carbonyl)-amino]-3-cyclohex-4-enyl-phenyl}-piperidine-1-carboxylic acid (2-hydroxy-ethyl)-amide). The yield is 92.0%. Reaction SMILES: [OH:1][CH2:2][CH2:3][NH:4][C:5]([N:7]1[CH2:12][CH2:11][CH:10]([C:13]2[CH:18]=[CH:17][C:16]([NH:19][C:20]([C:22]3[N:23](COCC[Si](C)(C)C)[CH:24]=[C:25]([C:27]#[N:28])[N:26]=3)=[O:21])=[C:15]([C:37]3[CH2:42][CH2:41][CH2:40][CH2:39][CH:38]=3)[CH:14]=2)[CH2:9][CH2:8]1)=[O:6].CCO.C(O)(C(F)(F)F)=O>C(Cl)Cl>[OH:1][CH2:2][CH2:3][NH:4][C:5]([N:7]1[CH2:12][CH2:11][CH:10]([C:13]2[CH:18]=[CH:17][C:16]([NH:19][C:20]([C:22]3[NH:23][CH:24]=[C:25]([C:27]#[N:28])[N:26]=3)=[O:21])=[C:15]([CH:37]3[CH2:38][CH:39]=[CH:40][CH2:41][CH2:42]3)[CH:14]=2)[CH2:9][CH2:8]1)=[O:6]. Procedure: To a solution of 4-(4-{[4-cyano-1-(2-trimethylsilanyl-ethoxymethyl)-1H-imidazole-2-carbonyl]-amino}-3-cyclohex-1-enyl-phenyl)-piperidine-1-carboxylic acid (2-hydroxy-ethyl)-amide (as prepared in the previous step, 95 mg, 0.16 mmol) in 3 mL of DCM was added 0.10 mL of EtOH followed by 1.0 mL of TFA. The resulting solution was stirred at RT for 6 h. Removal of the solvent under reduced pressure followed by flash chromatography of the residue on silica gel (2-8% MeOH/DCM) gave 68 mg (92%) of the ti... Reactants: CC(C)(C)OC(=O)COC1CN(c2ccc([N+](=O)[O-])cn2)C1, CCN(C(C)C)C(C)C, O=C(O)c1nc(-c2ccccc2)oc1C(F)(F)F. Yields the product CC(C)(C)OC(=O)COC1CN(c2ccc(NC(=O)c3nc(-c4ccccc4)oc3C(F)(F)F)cn2)C1. As a reaction SMILES: [C:1]([CH3:2])([CH3:3])([CH3:4])[O:5][C:6]([CH2:7][O:8][CH:9]1[CH2:10][N:11]([c:13]2[n:14][cH:15][c:16]([N+:19]([O-:20])=[O:21])[cH:17][cH:18]2)[CH2:12]1)=[O:22].[CH:41]([N:42]([CH2:43][CH3:44])[CH:45]([CH3:46])[CH3:47])([CH3:48])[CH3:49].[c:23]1(-[c:29]2[o:30][c:31]([C:37]([F:38])([F:39])[F:40])[c:32]([C:34](=[O:35])[OH:36])[n:33]2)[cH:24][cH:25][cH:26][cH:27][cH:28]1>>[C:1]([CH3:2])([CH3:3])([CH3:4])[O:5][C:6]([CH2:7][O:8][CH:9]1[CH2:10][N:11]([c:13]2[n:14][cH:15][c:16]([NH:19][C:34]([c:32]3[c:31]([C:37]([F:38])([F:39])[F:40])[o:30][c:29](-[c:23]4[cH:24][cH:25][cH:26][cH:27][cH:28]4)[n:33]3)=[O:35])[cH:17][cH:18]2)[CH2:12]1)=[O:22]. Reactants: C(C1=CC=CC=C1)(=O)Cl (benzoyl chloride), C(C1=CC=CC=C1)(=O)Cl (benzoyl chloride), C(C)(=O)OCC (ethyl acetate), ice, C(=O)(OC)NC=1S(NC2=C(N1)C=CC(=C2)OS(=O)(=O)C2=CC(=CC=C2)C(F)(F)F)=O (3-carbomethoxyamino-7-(3-trifluoromethyl-phenylsulfonyloxy)-1H-2,1,4-benzothiadiazine-S-oxide). Run in O (water), N1=CC=CC=C1 (pyridine). Yields the product C(C1=CC=CC=C1)(=O)N1S(C(=NC2=C1C=C(C=C2)OS(=O)(=O)C2=CC(=CC=C2)C(F)(F)F)NC(=O)OC)=O (1-Benzoyl-3-carbomethoxyamino-7-(3-trifluoromethyl-phenylsulfonyloxy)-1H-2,1,4-benzothiadiazine-S-oxide). Reaction SMILES: [C:1](Cl)(=[O:8])[C:2]1[CH:7]=[CH:6][CH:5]=[CH:4][CH:3]=1.[C:10]([NH:14][C:15]1[S:16](=[O:39])[NH:17][C:18]2[CH:24]=[C:23]([O:25][S:26]([C:29]3[CH:34]=[CH:33][CH:32]=[C:31]([C:35]([F:38])([F:37])[F:36])[CH:30]=3)(=[O:28])=[O:27])[CH:22]=[CH:21][C:19]=2[N:20]=1)([O:12][CH3:13])=[O:11].C(OCC)(=O)C>N1C=CC=CC=1.O>[C:1]([N:17]1[C:18]2[CH:24]=[C:23]([O:25][S:26]([C:29]3[CH:34]=[CH:33][CH:32]=[C:31]([C:35]([F:37])([F:36])[F:38])[CH:30]=3)(=[O:28])=[O:27])[CH:22]=[CH:21][C:19]=2[N:20]=[C:15]([NH:14][C:10]([O:12][CH3:13])=[O:11])[S:16]1=[O:39])(=[O:8])[C:2]1[CH:7]=[CH:6][CH:5]=[CH:4][CH:3]=1. Reported procedure: 1 Milliliter of benzoyl chloride was added dropwise, while stirring and cooling with an ice mixture, to a solution of 1.4 g of 3-carbomethoxyamino-7-(3-trifluoromethyl-phenylsulfonyloxy)-1H-2,1,4-benzothiadiazine-S-oxide in 20 ml of pyridine. After the mixture has been stirred for 2 hours at 0° C, 1 ml of benzoyl chloride was added once more. After another hour of stirring at 0° C, the reaction mixture was diluted with water. It was then shaken with ethyl acetate, and the extract was washed with...